This data is from the Open Reaction Database (ORD), a public repository of structured organic reaction records. The task is: describe an organic reaction: reactants, conditions, products, and yield The reactants are Cl (Hydrochloric acid), ClC1=CC=CC(=C1N)C (6-chloro-2-methylbenzenamine), cuprous cyanide, [C-]#N.[Na+] (Sodium cyanide), cuprous chloride, C([O-])([O-])=O.[Na+].[Na+] (sodium carbonate), diazonium hydrochloride, cuprous cyanide, N(=O)[O-].[Na+] (sodium nitrite), Cl (hydrochloride), cuprous chloride. Solvent: O (water), O (water), C1(=CC=CC=C1)C (toluene), O (water). Reaction conditions: temperature 0 celsius, time 3 hour. The product is ClC1=C(C#N)C(=CC=C1)C (2-Chloro-6-methylbenzonitrile). The yield is 4.6%. As a reaction SMILES: [C-:1]#[N:2].[Na+].Cl.[Cl:5][C:6]1[C:11](N)=[C:10]([CH3:13])[CH:9]=[CH:8][CH:7]=1.N([O-])=O.[Na+].C(=O)([O-])[O-].[Na+].[Na+]>O.C1(C)C=CC=CC=1>[Cl:5][C:6]1[CH:7]=[CH:8][CH:9]=[C:10]([CH3:13])[C:11]=1[C:1]#[N:2] |f:0.1,4.5,6.7.8|. Reported procedure: Sodium cyanide (65 g, 1.33 mol) in 100 ml of water is added to cuprous chloride (49.5 g, 0.5 mol) in 200 ml of water while stirring mechanically in a 5 l. 3-necked flask. Evolution of heat resulted and the cuprous chloride dissolves. This is then cooled in an ice bath to 0° C. A milky suspension of cuprous cyanide results. To this is added 100 ml of toluene. 6 N Hydrochloric acid (140 ml) is added slowly to 6-chloro-2-methylbenzenamine (56 g, 0.4 mol) while swirling in a 2 l. erlenmeyer flask an... Starting materials: C1CCOC1, CCOC(C)=O, CC(C)(C)O[N+](=O)[O-], CCOC(=O)c1nc(N)sc1-c1c(F)cccc1F, O. Product: CCOC(=O)c1ncsc1-c1c(F)cccc1F. As a reaction SMILES: [CH2:35]1[O:36][CH2:37][CH2:38][CH2:39]1.[CH3:29][CH2:30][O:31][C:32]([CH3:33])=[O:34].[N+:20]([O-:21])([O:22][C:23]([CH3:24])([CH3:25])[CH3:26])=[O:27].[NH2:1][c:2]1[s:3][c:4](-[c:12]2[c:13]([F:19])[cH:14][cH:15][cH:16][c:17]2[F:18])[c:5]([C:7](=[O:8])[O:9][CH2:10][CH3:11])[n:6]1.[OH2:28]>>[cH:2]1[s:3][c:4](-[c:12]2[c:13]([F:19])[cH:14][cH:15][cH:16][c:17]2[F:18])[c:5]([C:7](=[O:8])[O:9][CH2:10][CH3:11])[n:6]1. The reactants are C, CCO, CCOC(=O)CP(=O)(OCC)OCC, [H-], [Na+], N#Cc1ccc2c(c1)CCCC2=O, C1CCOC1, O, [Pd]. Product: CCOC(=O)CC1CCCc2cc(C#N)ccc21. As a reaction SMILES: [C:39].[CH3:36][CH2:37][OH:38].[CH3:3][CH2:4][O:5][C:6](=[O:7])[CH2:8][P:9]([O:10][CH2:11][CH3:12])([O:13][CH2:14][CH3:15])=[O:16].[H-:1].[Na+:2].[O:17]=[C:18]1[c:19]2[cH:20][cH:21][c:22]([C:28]#[N:29])[cH:23][c:24]2[CH2:25][CH2:26][CH2:27]1.[O:31]1[CH2:32][CH2:33][CH2:34][CH2:35]1.[OH2:30].[Pd:40]>>[CH3:3][CH2:4][O:5][C:6](=[O:7])[CH2:8][CH:18]1[c:19]2[cH:20][cH:21][c:22]([C:28]#[N:29])[cH:23][c:24]2[CH2:25][CH2:26][CH2:27]1. Starting materials: CN(C1=C(C=CC2=C(C=C(C(=N2)C(=O)OCC)C(=O)OCC)[N+](=O)[O-])C=CC=C1)C (Diethyl 6-[2-(dimethylamino)styryl]-5-nitro-2,3-pyridinedicarboxylate), C(C)OC(C1=CC=CC=C1)(N(C)C)OCC (N,N-dimethylbenzamide diethyl acetal), CC1=C(C=C(C(=N1)C(=O)OCC)C(=O)OCC)[N+](=O)[O-] (diethyl 6-methyl-5-nitro-2,3-pyridinedicarboxylate). The product is CN(C=CC1=C(C=C(C(=N1)C(=O)OCC)C(=O)OCC)[N+](=O)[O-])C (diethyl 6-[2-(dimethylamino)vinyl]-5-nitro-2,3-pyridinedicarboxylate). Reaction SMILES: CN(C)C1C=CC=CC=1[CH:5]=[CH:6][C:7]1[N:12]=[C:11]([C:13]([O:15][CH2:16][CH3:17])=[O:14])[C:10]([C:18]([O:20][CH2:21][CH3:22])=[O:19])=[CH:9][C:8]=1[N+:23]([O-:25])=[O:24].C(O[C:34](OCC)([N:41](C)[CH3:42])C1C=CC=CC=1)C.CC1N=C(C(OCC)=O)C(C(OCC)=O)=CC=1[N+]([O-])=O>>[CH3:34][N:41]([CH3:42])[CH:5]=[CH:6][C:7]1[N:12]=[C:11]([C:13]([O:15][CH2:16][CH3:17])=[O:14])[C:10]([C:18]([O:20][CH2:21][CH3:22])=[O:19])=[CH:9][C:8]=1[N+:23]([O-:25])=[O:24]. Procedure: Diethyl 6-[2-(dimethylamino)styryl]-5-nitro-2,3-pyridinedicarboxylate is also prepared, using the above method, from N,N-dimethylbenzamide diethyl acetal and diethyl 6-methyl-5-nitro-2,3-pyridinedicarboxylate. A modification in the procedure of the latter is that upon cooling the dark red solution is partitioned between ether and water. The ethereal layer is separated and concentrated in vacuo to a dark red oil, which was carried on without purification. Reactants: C(C1=CC=CC=C1)OC1=CC=C(C=C1)CCC(CC(C)=O)=O (6-(4-benzyloxyphenyl)-2,4-hexanedione), [H][H] (hydrogen). Reagents/catalysts: [Pd] (Pd). The solvent is ClCCl (dichloromethane). Reaction conditions: time 11 hour. The product is OC1=CC=C(C=C1)CCC(CC(C)=O)=O (6-(4-hydroxyphenyl)-2,4-hexanedione). The yield is 77.3%. Reaction SMILES: C([O:8][C:9]1[CH:14]=[CH:13][C:12]([CH2:15][CH2:16][C:17](=[O:22])[CH2:18][C:19](=[O:21])[CH3:20])=[CH:11][CH:10]=1)C1C=CC=CC=1.[H][H]>[Pd].ClCCl>[OH:8][C:9]1[CH:10]=[CH:11][C:12]([CH2:15][CH2:16][C:17](=[O:22])[CH2:18][C:19](=[O:21])[CH3:20])=[CH:13][CH:14]=1. Reported procedure: That is, 1.5 g of Pd-activated carbon (10%) was weighed in a nitrogen atmosphere and 20 ml of dichloromethane and 1.31 g (4.4 mmol) of 6-(4-benzyloxyphenyl)-2,4-hexanedione were added thereto. The atmosphere in the reaction system was exchanged with hydrogen at 1 atm and stirred at room temperature for 11 hours. The obtained reaction mixture was filtered to remove insoluble matter and the solvent was distilled off under reduced pressure. The residue was charged in a silica gel column and develop... The reactants are CCCN(C(C)CSc1ccc(OCC(=O)OCC)c(C)c1)S(=O)(=O)c1sc2ccc(Cl)cc2c1C, CCO, Cl, [Na+], [OH-]. Product: CCCN(C(C)CSc1ccc(OCC(=O)O)c(C)c1)S(=O)(=O)c1sc2ccc(Cl)cc2c1C. As a reaction SMILES: [CH2:1]([CH3:2])[O:3][C:4]([CH2:5][O:6][c:7]1[c:8]([CH3:35])[cH:9][c:10]([S:13][CH2:14][CH:15]([CH3:16])[N:17]([CH2:18][CH2:19][CH3:20])[S:21](=[O:22])(=[O:23])[c:24]2[c:25]([CH3:34])[c:26]3[c:27]([s:28]2)[cH:29][cH:30][c:31]([Cl:33])[cH:32]3)[cH:11][cH:12]1)=[O:36].[CH3:40][CH2:41][OH:42].[ClH:39].[Na+:38].[OH-:37]>>[O:3]=[C:4]([CH2:5][O:6][c:7]1[c:8]([CH3:35])[cH:9][c:10]([S:13][CH2:14][CH:15]([CH3:16])[N:17]([CH2:18][CH2:19][CH3:20])[S:21](=[O:22])(=[O:23])[c:24]2[c:25]([CH3:34])[c:26]3[c:27]([s:28]2)[cH:29][cH:30][c:31]([Cl:33])[cH:32]3)[cH:11][cH:12]1)[OH:36]. The reactants are O=C(O)c1c(-c2ccncc2)nn(-c2cccc(OC(F)(F)F)c2)c1C1CC1, Cl, Cl, OCC1CCCN1C1CCNCC1. Product: O=C(c1c(-c2ccncc2)nn(-c2cccc(OC(F)(F)F)c2)c1C1CC1)N1CCC(N2CCCC2CO)CC1. RXN SMILES: [CH:1]1([c:4]2[c:5]([C:26](=[O:27])[OH:28])[c:6](-[c:20]3[cH:21][cH:22][n:23][cH:24][cH:25]3)[n:7][n:8]2-[c:9]2[cH:10][c:11]([O:15][C:16]([F:17])([F:18])[F:19])[cH:12][cH:13][cH:14]2)[CH2:2][CH2:3]1.[ClH:29].[ClH:30].[NH:31]1[CH2:32][CH2:33][CH:34]([N:37]2[CH:38]([CH2:42][OH:43])[CH2:39][CH2:40][CH2:41]2)[CH2:35][CH2:36]1>>[CH:1]1([c:4]2[c:5]([C:26](=[O:27])[N:31]3[CH2:32][CH2:33][CH:34]([N:37]4[CH:38]([CH2:42][OH:43])[CH2:39][CH2:40][CH2:41]4)[CH2:35][CH2:36]3)[c:6](-[c:20]3[cH:21][cH:22][n:23][cH:24][cH:25]3)[n:7][n:8]2-[c:9]2[cH:10][c:11]([O:15][C:16]([F:17])([F:18])[F:19])[cH:12][cH:13][cH:14]2)[CH2:2][CH2:3]1. Reactants: ice water, O([K])C(C)(C)C (KO-t-Bu), ClC1=NC=CN=C1N1CCN(CC1)C(=O)OC(C)(C)C (2-Chloro-3-(4-tert-butoxycarbonyl-1-piperazinyl)pyrazine), C(CO)O (ethylene glycol). Run in N1=CC=CC=C1 (pyridine). Conditions: time 15 hour. Yields the product C(C)(C)(C)OC(=O)N1CCN(CC1)C=1C(=NC=CN1)OCCO (2-[3-(4-tert-Butoxycarbonyl-1-piperazinyl)-2-pyrazinyloxy]ethanol). The yield is 85.8%. RXN SMILES: O(C(C)(C)C)[K].Cl[C:8]1[C:13]([N:14]2[CH2:19][CH2:18][N:17]([C:20]([O:22][C:23]([CH3:26])([CH3:25])[CH3:24])=[O:21])[CH2:16][CH2:15]2)=[N:12][CH:11]=[CH:10][N:9]=1.[CH2:27]([OH:30])[CH2:28][OH:29]>N1C=CC=CC=1>[C:23]([O:22][C:20]([N:17]1[CH2:18][CH2:19][N:14]([C:13]2[C:8]([O:29][CH2:28][CH2:27][OH:30])=[N:9][CH:10]=[CH:11][N:12]=2)[CH2:15][CH2:16]1)=[O:21])([CH3:26])([CH3:25])[CH3:24]. Reported procedure: KO-t-Bu (9.92 g, 103 mmol) was added to a mixture of the product obtained in Step 1 (18.14 g, 60.7 mmol) and ethylene glycol (25 mL, 448 mmol) in pyridine (125 mL) at 85° C. The reaction mixture was stirred for 15 h and then poured into ice-water and extracted with toluene. The organic phase was dried (MgSO4) and concentrated. The residue was purified by chromatography on silica gel using toluene/EtOAc (1:1) as eluent to give 16.9 g (85%) of the title product. HRMS m/z calcd for C15H24N4O4 (M)+3... Starting materials: BrCc1ccccc1, O=C([O-])[O-], CN(C)C=O, [Cs+], [Cs+], COC(=O)c1ccc(F)cc1O. Yields the product COC(=O)c1ccc(F)cc1OCc1ccccc1. As a reaction SMILES: [Br:13][CH2:14][c:15]1[cH:16][cH:17][cH:18][cH:19][cH:20]1.[C:21](=[O:22])([O-:23])[O-:24].[CH3:27][N:28]([CH3:29])[CH:30]=[O:31].[Cs+:25].[Cs+:26].[F:1][c:2]1[cH:3][c:4]([OH:12])[c:5]([C:6](=[O:7])[O:8][CH3:9])[cH:10][cH:11]1>>[F:1][c:2]1[cH:3][c:4]([O:12][CH2:14][c:15]2[cH:16][cH:17][cH:18][cH:19][cH:20]2)[c:5]([C:6](=[O:7])[O:8][CH3:9])[cH:10][cH:11]1. Reactants: [H-].[Na+] (Sodium hydride), O (water), SC=1SC2=C(N1)C=CC(=C2)C#N (2-mercaptobenzo[d]thiazole-6-carbonitrile), IC (iodomethane). Run in CN(C)C=O (DMF). Conditions: time 8 hour. Yields the product CSC=1SC2=C(N1)C=CC(=C2)C#N (2-(methylthio)benzo[d]thiazole-6-carbonitrile). The yield is 88.4%. RXN SMILES: [H-].[Na+].[SH:3][C:4]1[S:5][C:6]2[CH:12]=[C:11]([C:13]#[N:14])[CH:10]=[CH:9][C:7]=2[N:8]=1.I[CH3:16].O>CN(C=O)C>[CH3:16][S:3][C:4]1[S:5][C:6]2[CH:12]=[C:11]([C:13]#[N:14])[CH:10]=[CH:9][C:7]=2[N:8]=1 |f:0.1|. Procedure: Sodium hydride (60% in mineral oil, 1.92 g, 48 mmol) was suspended in DMF (60 mL) at 0° C. and 2-mercaptobenzo[d]thiazole-6-carbonitrile (5.76 g, 30 mmol) from Step 2 of this Example was added slowly. After gas evolution ceased, iodomethane (8.4 mL, 135 mmol) was added and the reaction mixture was stirred at rt overnight. To the reaction mixture was added 300 mL of water and the precipitate was collected by filtration to give 2-(methylthio)benzo[d]thiazole-6-carbonitrile as a light yellow solid ...